The task is: describe an organic reaction: reactants, conditions, products, and yield. This data is from the Open Reaction Database (ORD), a public repository of structured organic reaction records. The reactants are COC1=C(C(=O)O)C=C(C(=C1)OC)OC (2,4,5-Trimethoxybenzoic acid), S(=O)(Cl)Cl (thionyl chloride), CN(C=O)C (N,N-dimethylformamide). Solvent: C1(=CC=CC=C1)C (toluene). Conditions: temperature 80 celsius, time 1 hour. The product is COC1=C(C(=O)Cl)C=C(C(=C1)OC)OC (2,4,5-trimethoxybenzoyl chloride). As a reaction SMILES: [CH3:1][O:2][C:3]1[CH:11]=[C:10]([O:12][CH3:13])[C:9]([O:14][CH3:15])=[CH:8][C:4]=1[C:5](O)=[O:6].S(Cl)([Cl:18])=O.CN(C)C=O>C1(C)C=CC=CC=1>[CH3:1][O:2][C:3]1[CH:11]=[C:10]([O:12][CH3:13])[C:9]([O:14][CH3:15])=[CH:8][C:4]=1[C:5]([Cl:18])=[O:6]. Reported procedure: 2,4,5-Trimethoxybenzoic acid (500 g) was suspended in dried toluene (2 l) and to the suspension, thionyl chloride (206 ml) and N,N-dimethylformamide (1.0 ml) were added at room temperature, and the mixture was stirred at 80° C. for 1 hour. The reaction mixture was concentrated under reduced pressure. To the resultant residue, n-hexane was added and through co-boiling the mixture, 2,4,5-trimethoxybenzoyl chloride was obtained. To the resultant compound, 2-amino-4-methoxycarbonyl-1,3-thiazole (372... The reactants are FC1=C2CCN(C2=CC=C1)C(C(C)C1=NC(=CC(=N1)OC)N1CCOCC1)=O (1-(4-fluoro-2,3-dihydroindol-1-yl)-2-(4-methoxy-6-morpholin-4-yl-pyrimidin-2-yl)propan-1-one), [I-].[K+] (potassium iodide), C(C)#N (acetonitrile), C[Si](Cl)(C)C (trimethylchlorosilane). Run in C(C)(=O)OCC (ethyl acetate), O (water), petroleum ether, C(C)(=O)OCC (ethyl acetate). Product: FC1=C2CCN(C2=CC=C1)C(C(C)C1=NC(=CC(N1)=O)N1CCOCC1)=O (2-[1-(4-fluoro-2,3-dihydro-1H-indol-1-yl)-1-oxopropan-2-yl]-6-(morpholin-4-yl)pyrimidin-4(3H)-one). The yield is 80.5%. Reaction SMILES: [F:1][C:2]1[CH:10]=[CH:9][CH:8]=[C:7]2[C:3]=1[CH2:4][CH2:5][N:6]2[C:11](=[O:28])[CH:12]([C:14]1[N:19]=[C:18]([O:20]C)[CH:17]=[C:16]([N:22]2[CH2:27][CH2:26][O:25][CH2:24][CH2:23]2)[N:15]=1)[CH3:13].[I-].[K+].C(#N)C.C[Si](C)(C)Cl>C(OCC)(=O)C.O>[F:1][C:2]1[CH:10]=[CH:9][CH:8]=[C:7]2[C:3]=1[CH2:4][CH2:5][N:6]2[C:11](=[O:28])[CH:12]([C:14]1[NH:19][C:18](=[O:20])[CH:17]=[C:16]([N:22]2[CH2:23][CH2:24][O:25][CH2:26][CH2:27]2)[N:15]=1)[CH3:13] |f:1.2|. Procedure: 210 mg of 1-(4-fluoro-2,3-dihydroindol-1-yl)-2-(4-methoxy-6-morpholin-4-yl-pyrimidin-2-yl)propan-1-one, 270 mg of potassium iodide, 7 ml of acetonitrile and 208 ml of trimethylchlorosilane are added to a microwave tube. After microwave irradiation for one hour at a temperature of 100° C., the reaction medium is diluted with 20 ml of ethyl acetate and 20 ml of water. After settling out, the organic phase is dried over magnesium sulfate, filtered, and then concentrated under reduced pressure. The ... Reactants: CC=1C(=C(C(=C(O)C1)C)C)O (trimethylhydroquinone), [Pb](=O)=O (lead (IV) oxide). The solvent is C(Cl)(Cl)Cl (chloroform). Reaction conditions: time 30 hour. Product: CC=1C(C=C(C(C1C)=O)C)=O (2,3,5-trimethylbenzoquinone). Reaction SMILES: [CH3:1][C:2]1[C:3]([OH:11])=[C:4]([CH3:10])[C:5]([CH3:9])=[C:6]([CH:8]=1)[OH:7].[Pb](=O)=O>C(Cl)(Cl)Cl>[CH3:9][C:5]1[C:6](=[O:7])[CH:8]=[C:2]([CH3:1])[C:3](=[O:11])[C:4]=1[CH3:10]. Procedure details: To a solution of 2.0 g of trimethylhydroquinone in 300 ml of chloroform was added 10 g of lead (IV) oxide, and the mixed solution was stirred at room temperature for 30 hours and then lead (IV) oxide was filtered off and the reaction solution was concentrated under reduced pressure. The concentrate was combined with 150 ml of hexane, washed with 50 ml of a 0.5% sodium bicarbonate solution and then 50 ml of water, dried over anhydrous sodium sulfate, then concentrated under reduced pressure. Afte...